From a dataset of the Open Reaction Database (ORD), a public repository of structured organic reaction records. describe an organic reaction: reactants, conditions, products, and yield Reactants: N([C@@H](CC1=CC=C(C=C1)O)C(=O)N[C@H](C)C(=O)NCC(=O)OC)C(=O)OCC1=CC=CC=C1 (Z-Tyr-D-Ala-Gly-OMe), [OH-].[Na+] (NaOH), Cl (HCl). Solvent: O (water), CO (MeOH). Yields the product N([C@@H](CC1=CC=C(C=C1)O)C(=O)N[C@H](C)C(=O)NCC(=O)O)C(=O)OCC1=CC=CC=C1 (Z-Tyr-D-Ala-Gly). RXN SMILES: [NH:1]([C:24]([O:26][CH2:27][C:28]1[CH:33]=[CH:32][CH:31]=[CH:30][CH:29]=1)=[O:25])[C@H:2]([C:11]([NH:13][C@@H:14]([C:16]([NH:18][CH2:19][C:20]([O:22]C)=[O:21])=[O:17])[CH3:15])=[O:12])[CH2:3][C:4]1[CH:9]=[CH:8][C:7]([OH:10])=[CH:6][CH:5]=1.[OH-].[Na+].Cl>CO.O>[NH:1]([C:24]([O:26][CH2:27][C:28]1[CH:29]=[CH:30][CH:31]=[CH:32][CH:33]=1)=[O:25])[C@H:2]([C:11]([NH:13][C@@H:14]([C:16]([NH:18][CH2:19][C:20]([OH:22])=[O:21])=[O:17])[CH3:15])=[O:12])[CH2:3][C:4]1[CH:9]=[CH:8][C:7]([OH:10])=[CH:6][CH:5]=1 |f:1.2|. Reported procedure: To a solution of Z-Tyr-D-Ala-Gly-OMe (27) (4.57 g, 0.01 mol) in MeOH (10 ml) was added 1 N NaOH (20 ml, 0.02 mol) at 0° with stirring. The suspension was stirred for 2 hr at 0° C., diluted with water (80 ml), and neutralized with 1 N HCl (20 ml). The precipitated crystals were collected by suction, washed with water and dried under reduced pressure to give Z-Tyr-D-Ala-Gly.OH (28) (3.59 g, 81.0%), mp 102°-104° C. (AcOEt) (lit.* mp 124° C.); [α]D22 18.0° (C=1.0, DMF), (lit.* [α]D22 16.7° (c=0.54, ...